From a dataset of the Open Reaction Database (ORD), a public repository of structured organic reaction records. describe an organic reaction: reactants, conditions, products, and yield Procedure details: 8.58 g (0.22 mol) of sodium amide was suspended in 40 ml of anhydrous benzen. To the resultant suspension was dropwise added a solution of 11.5 ml (0.10 mol) of phenylacetonitrile in 20 ml of anhydrous benzen in a stream of argon gas at 0° C. After the addition, the resultant mixture was stirred at room temperature for 3 hours to effect a reaction. To the resultant mixture was dropwise added a solution of 6.8 ml (0.087 mol) of (S)-(+)-epichlorohydrin in 20 ml of anhydrous benzen while cooling wi... The reactants are [NH2-].[Na+] (sodium amide), Cl (hydrochloric acid), resultant mixture, resultant mixture, C(Cl)[C@@H]1CO1 ((S)-(+)-epichlorohydrin), C(O)([O-])=O.[Na+] (sodium hydrogencarbonate), C(C)(=O)OCC (ethyl acetate), resultant mixture, [OH-].[K+] (KOH), resultant suspension, C1(=CC=CC=C1)CC#N (phenylacetonitrile), resultant mixture. Product: C1(=CC=CC=C1)[C@@]1([C@H](C1)CO)C(=O)OC(=O)[C@]1([C@H](C1)CO)C1=CC=CC=C1 ((1R, 2S)-1-phenyl-2-hydroxymethyl cyclopropane carboxylic anhydride). The solvent is C1=CC=CC=C1 (benzen), C1=CC=CC=C1 (benzen), C(C)O (ethanol), C1=CC=CC=C1 (benzen). RXN SMILES: [NH2-].[Na+].[C:3]1([CH2:9][C:10]#N)[CH:8]=[CH:7][CH:6]=[CH:5][CH:4]=1.[CH2:12]([C@H:14]1[O:16][CH2:15]1)Cl.[OH-:17].[K+].Cl.[C:20](=[O:23])([O-])[OH:21].[Na+].C([O:28][CH2:29][CH3:30])(=O)C>C1C=CC=CC=1.C(O)C>[C:3]1([C@@:9]2([C:10]([O:21][C:20]([C@:9]3([C:3]4[CH:8]=[CH:7][CH:6]=[CH:5][CH:4]=4)[CH2:10][C@@H:30]3[CH2:29][OH:28])=[O:23])=[O:17])[CH2:12][C@@H:14]2[CH2:15][OH:16])[CH:8]=[CH:7][CH:6]=[CH:5][CH:4]=1 |f:0.1,4.5,7.8|. Reaction SMILES: [CH3:13][OH:14].[NH:1]1[C:2]([OH:12])=[CH:3][CH:4]=[CH:5][c:6]2[c:7]1[cH:8][cH:9][cH:10][cH:11]2.[OH-:22].[OH-:24].[OH:15][C:16]([C:17]([F:18])([F:19])[F:20])=[O:21].[Pd+2:23]>>[NH:1]1[CH:2]=[CH:3][CH:4]=[CH:5][c:6]2[c:7]1[cH:8][cH:9][cH:10][cH:11]2. Yields the product C1=CNc2ccccc2C=C1. The reactants are CO, OC1=CC=Cc2ccccc2N1, [OH-], [OH-], O=C(O)C(F)(F)F, [Pd+2]. Reactants: C(C)(=O)C1C(CCCC1)=O (2-acetylcyclohexanone), C([O-])([O-])=O.[K+].[K+] (potassium carbonate), C(C=C)(=O)OCC (ethyl acrylate). The reagents and catalysts are [Cl-].C(C1=CC=CC=C1)[N+](CC)(CC)CC (benzyltriethylammonium chloride). Run in C1(=CC=CC=C1)C (toluene). Conditions: temperature 40 celsius. Yields the product C(C)(=O)C1(C(CCCC1)=O)CCC(=O)OCC (2-Acetyl-2-[2-(ethoxycarbonyl)ethyl]cyclohexanone). Isolated yield 96.4%. Reaction SMILES: [C:1]([CH:4]1[CH2:9][CH2:8][CH2:7][CH2:6][C:5]1=[O:10])(=[O:3])[CH3:2].C(=O)([O-])[O-].[K+].[K+].[C:17]([O:21][CH2:22][CH3:23])(=[O:20])[CH:18]=[CH2:19]>[Cl-].C([N+](CC)(CC)CC)C1C=CC=CC=1.C1(C)C=CC=CC=1>[C:1]([C:4]1([CH2:19][CH2:18][C:17]([O:21][CH2:22][CH3:23])=[O:20])[CH2:9][CH2:8][CH2:7][CH2:6][C:5]1=[O:10])(=[O:3])[CH3:2] |f:1.2.3,5.6|. Procedure: To a solution of 2-acetylcyclohexanone (25 g, 0.18 mol), potassium carbonate (29.5 g, 0.21 mol) and benzyltriethylammonium chloride (0.8 g, 0.0035 mol) in toluene (70 ml) was added ethyl acrylate (29 ml, 27 g, 0.27 mol) at room temperature. The mixture was heated at 40° C. for 20 hours, filtered and partitioned between distilled water (200 ml) and toluene (200 ml). The organic layer was dried over magnesium sulphate, filtered and concentrated under reduced pressure to give the title compound as ...